This data is from the Open Reaction Database (ORD), a public repository of structured organic reaction records. The task is: describe an organic reaction: reactants, conditions, products, and yield The reactants are CO, Cl, CN1CCC(Sc2cc(F)cc([N+](=O)[O-])c2)CC1, [Fe]. The product is CN1CCC(Sc2cc(N)cc(F)c2)CC1. As a reaction SMILES: [CH3:21][OH:22].[ClH:19].[F:1][c:2]1[cH:3][c:4]([S:11][CH:12]2[CH2:13][CH2:14][N:15]([CH3:18])[CH2:16][CH2:17]2)[cH:5][c:6]([N+:8]([O-:9])=[O:10])[cH:7]1.[Fe:20]>>[F:1][c:2]1[cH:3][c:4]([S:11][CH:12]2[CH2:13][CH2:14][N:15]([CH3:18])[CH2:16][CH2:17]2)[cH:5][c:6]([NH2:8])[cH:7]1.